This data is from the Open Reaction Database (ORD), a public repository of structured organic reaction records. The task is: describe an organic reaction: reactants, conditions, products, and yield Starting materials: C=CCBr, CCNc1ccccc1, CC(C)=O, CCOC(C)=O, [K+], [K+], O=C([O-])[O-], O. Product: C=CCN(CC)c1ccccc1. As a reaction SMILES: [CH2:10]([CH:11]=[CH2:12])[Br:13].[CH2:1]([CH3:2])[NH:3][c:4]1[cH:5][cH:6][cH:7][cH:8][cH:9]1.[CH3:20][C:21](=[O:22])[CH3:23].[CH3:25][CH2:26][O:27][C:28]([CH3:29])=[O:30].[K+:14].[K+:15].[O-:16][C:17]([O-:18])=[O:19].[OH2:24]>>[CH2:1]([CH3:2])[N:3]([c:4]1[cH:5][cH:6][cH:7][cH:8][cH:9]1)[CH2:10][CH:11]=[CH2:12]. The reactants are S1C(=NC=C1)C1=CC=C(C(=O)OC)C=C1 (methyl 4-(1,3-thiazol-2-yl)benzoate), [OH-].[Li+] (lithium hydroxide). Solvent: O1CCCC1.CO.O (tetrahydrofuran methanol water). Run at time 2 hour. The product is S1C(=NC=C1)C1=CC=C(C(=O)O)C=C1 (4-(1,3-Thiazol-2-yl)benzoic acid). As a reaction SMILES: [S:1]1[CH:5]=[CH:4][N:3]=[C:2]1[C:6]1[CH:15]=[CH:14][C:9]([C:10]([O:12]C)=[O:11])=[CH:8][CH:7]=1.[OH-].[Li+]>O1CCCC1.CO.O>[S:1]1[CH:5]=[CH:4][N:3]=[C:2]1[C:6]1[CH:7]=[CH:8][C:9]([C:10]([OH:12])=[O:11])=[CH:14][CH:15]=1 |f:1.2,3.4.5|. Reported procedure: To a stirred solution of methyl 4-(1,3-thiazol-2-yl)benzoate (560 mg, 2.6 mmol) in a mixture of 2:1:1 tetrahydrofuran/methanol/water (20 mL) is added lithium hydroxide (322 mg, 3 mmol). The reaction mixture is stirred at room temperature for 2 h. The solvent is removed under reduced pressure and the residue is partitioned between diethyl ether and water. The aqueous layer is acidified to pH 1 with 1 N hydrochloric acid and a precipitate is observed. The solid is collected by filtration to afford... The reactants are CNC(=O)C(CC(C)C)NC(=O)c1nc(Br)n2c1CN(C)CC2, O=C([O-])[O-], [K+], [K+], C1COCCO1, O, OB(O)c1ccccc1, [Pd]. Yields the product CNC(=O)C(CC(C)C)NC(=O)c1nc(-c2ccccc2)n2c1CN(C)CC2. RXN SMILES: [Br:1][c:2]1[n:3][c:4]([C:12](=[O:13])[NH:14][CH:15]([C:16](=[O:17])[NH:18][CH3:19])[CH2:20][CH:21]([CH3:22])[CH3:23])[c:5]2[n:6]1[CH2:7][CH2:8][N:9]([CH3:11])[CH2:10]2.[C:24](=[O:25])([O-:26])[O-:27].[K+:28].[K+:29].[O:39]1[CH2:40][CH2:41][O:42][CH2:43][CH2:44]1.[OH2:45].[OH:30][B:31]([OH:32])[c:33]1[cH:34][cH:35][cH:36][cH:37][cH:38]1.[Pd:46]>>[c:2]1(-[c:33]2[cH:34][cH:35][cH:36][cH:37][cH:38]2)[n:3][c:4]([C:12](=[O:13])[NH:14][CH:15]([C:16](=[O:17])[NH:18][CH3:19])[CH2:20][CH:21]([CH3:22])[CH3:23])[c:5]2[n:6]1[CH2:7][CH2:8][N:9]([CH3:11])[CH2:10]2. Product: C(CCCCCC)OC1=CC=C(COC2=CC=C(C(=O)OCC)C=C2)C=C1 (ethyl 4-(4'-heptyloxybenzyloxy)benzoate). The reactants are C(CCCCCC)OC1=CC=C(CO)C=C1 (4-heptyloxybenzyl alcohol), OC1=CC=C(C(=O)OCC)C=C1 (ethyl 4-hydroxybenzoate), N(=NC(=O)OCC)C(=O)OCC (diethyl azodicarboxylate), C1(=CC=CC=C1)P(C1=CC=CC=C1)C1=CC=CC=C1 (triphenylphosphine). Procedure details: In 20 ml of benzene were dissolved 2.2 g of 4-heptyloxybenzyl alcohol and 1.7 g of ethyl 4-hydroxybenzoate, 1.8 g of diethyl azodicarboxylate and 2.6 g of triphenylphosphine were added to the solution, and a reaction was carried out with stirring. The reaction liquid was concentrated and the concentrate was separated and purified by the silica gel chromatography to obtain 3.1 g of ethyl 4-(4'-heptyloxybenzyloxy)benzoate. This ester was dissolved in 20 ml of ethanol and 4.2 ml of a 2N aqueous KOH... Isolated yield 84.6%. The solvent is C1=CC=CC=C1 (benzene). RXN SMILES: [CH2:1]([O:8][C:9]1[CH:16]=[CH:15][C:12]([CH2:13][OH:14])=[CH:11][CH:10]=1)[CH2:2][CH2:3][CH2:4][CH2:5][CH2:6][CH3:7].O[C:18]1[CH:28]=[CH:27][C:21]([C:22]([O:24][CH2:25][CH3:26])=[O:23])=[CH:20][CH:19]=1.N(C(OCC)=O)=NC(OCC)=O.C1(P(C2C=CC=CC=2)C2C=CC=CC=2)C=CC=CC=1>C1C=CC=CC=1>[CH2:1]([O:8][C:9]1[CH:10]=[CH:11][C:12]([CH2:13][O:14][C:18]2[CH:28]=[CH:27][C:21]([C:22]([O:24][CH2:25][CH3:26])=[O:23])=[CH:20][CH:19]=2)=[CH:15][CH:16]=1)[CH2:2][CH2:3][CH2:4][CH2:5][CH2:6][CH3:7]. The reactants are NC=1C(=CC=C(C1)C=1C(N(C(=CN1)C(F)(F)F)C)=O)F (3-(5-amino-4-fluorophenyl)-1-methyl-6-trifluoromethyl-2-oxo-1,2-dihydropyrazine), NC=1C(=CC=C(C1)C=1C(N(C(=CN1)C(F)(F)F)C)=O)F (3-(5-amino-4-fluorophenyl)-1-methyl-6-trifluoromethyl-2-oxo-1,2-dihydropyrazine), BrC(C(=O)OCC)C (ethyl 2-bromopropionate). Solvent: O (water). Conditions: temperature 130 celsius, time 3 hour. Product: C(C)OC(=O)C(C)NC=1C(=CC=C(C1)C=1C(N(C(=CN1)C(F)(F)F)C)=O)F (3-{5-[1-(ethoxycarbonyl)ethylamino]-4-fluorophenyl}-1-methyl-6-trifluoromethyl-2-oxo-1,2-dihydropyrazine). Yield: 32.1%. As a reaction SMILES: [NH2:1][C:2]1[C:3]([F:20])=[CH:4][CH:5]=[C:6]([C:8]2[C:9](=[O:19])[N:10]([CH3:18])[C:11]([C:14]([F:17])([F:16])[F:15])=[CH:12][N:13]=2)[CH:7]=1.Br[CH:22]([CH3:28])[C:23]([O:25][CH2:26][CH3:27])=[O:24]>O>[CH2:26]([O:25][C:23]([CH:22]([NH:1][C:2]1[C:3]([F:20])=[CH:4][CH:5]=[C:6]([C:8]2[C:9](=[O:19])[N:10]([CH3:18])[C:11]([C:14]([F:16])([F:17])[F:15])=[CH:12][N:13]=2)[CH:7]=1)[CH3:28])=[O:24])[CH3:27]. Procedure details: A mixture of 0.12 g of 3-(5-amino-4-fluorophenyl)-1-methyl-6-trifluoromethyl-2-oxo-1,2-dihydropyrazine (present compound 1-19) and 0.23 g of ethyl 2-bromopropionate was stirred at 130° C. for 3 hours. After completion of the reaction, the reaction mixture was poured into water, followed by extraction with ethyl acetate. The organic layer was washed with saturated sodium chloride solution, dried with anhydrous magnesium sulfate, and concentrated. The residue was subjected to silica gel column chr...